From a dataset of the Open Reaction Database (ORD), a public repository of structured organic reaction records. describe an organic reaction: reactants, conditions, products, and yield Starting materials: ClC=1[N+](=CC=C2C1SC=C2)[O-] (7-chlorothieno[2,3-c]pyridine 6-oxide), O=P(Cl)(Cl)Cl (POCl3). Reaction conditions: temperature 115 celsius, time 7 hour. The product is ClC=1C=C2C(=C(N1)Cl)SC=C2 (5,7-dichlorothieno[2,3-c]pyridine). The yield is 70.0%. As a reaction SMILES: [Cl:1][C:2]1[N+:3]([O-])=[CH:4][CH:5]=[C:6]2[CH:10]=[CH:9][S:8][C:7]=12.O=P(Cl)(Cl)[Cl:14]>>[Cl:14][C:4]1[CH:5]=[C:6]2[CH:10]=[CH:9][S:8][C:7]2=[C:2]([Cl:1])[N:3]=1. Procedure details: A mixture of 7-chlorothieno[2,3-c]pyridine 6-oxide (2.58 g, 13.8 mmol) and POCl3 (20 mL) was stirred at 115° C. under N2 for 7 h. After that time, the excess POCl3 was removed in vacuo, and the residue was poured into ice/water (100 mL), basified by addition of 8 N NaOH followed by saturated NaHCO3, and extracted with DCM (3×50 mL). The combined extracts were washed with saturated NaHCO3 (50 mL), water (50 mL) and brine (50 mL), dried over MgSO4, and concentrated in vacuo. The residue was purifi...